This data is from the Open Reaction Database (ORD), a public repository of structured organic reaction records. The task is: describe an organic reaction: reactants, conditions, products, and yield Reactants: CBr, CN(C)C(C)(C)CC(C)(C)C, ClCCl. Yields the product [Br-], CC(C)(C)CC(C)(C)[N+](C)(C)C. Reaction SMILES: [CH3:12][Br:13].[CH3:1][N:2]([CH3:3])[C:4]([CH3:5])([CH3:6])[CH2:7][C:8]([CH3:9])([CH3:10])[CH3:11].[Cl:14][CH2:15][Cl:16]>>[Br-:13].[CH3:1][N+:2]([CH3:3])([C:4]([CH3:5])([CH3:6])[CH2:7][C:8]([CH3:9])([CH3:10])[CH3:11])[CH3:12].